Task: describe an organic reaction: reactants, conditions, products, and yield. Dataset: the Open Reaction Database (ORD), a public repository of structured organic reaction records Reactants: BrC=1C(=C(N)C=CC1)C (3-bromo-2-methylaniline), FC1=C(C(=O)O)C=CC=C1 (2-fluorobenzoic acid), C1=CC2=C(N=C1)N(N=N2)O (HOAT), CCN(C(C)C)C(C)C (DIEA), C(CCl)Cl (EDC). The solvent is CCOC(=O)C (EtOAc), CCOC(=O)C (EtOAc). Reaction conditions: time 19 hour. Yields the product BrC=1C(=C(C=CC1)NC(C1=C(C=CC=C1)F)=O)C (N-(3-bromo-2-methylphenyl)-2-fluorobenzamide). Isolated yield 99.5%. Reaction SMILES: [Br:1][C:2]1[C:3]([CH3:9])=[C:4]([CH:6]=[CH:7][CH:8]=1)[NH2:5].[F:10][C:11]1[CH:19]=[CH:18][CH:17]=[CH:16][C:12]=1[C:13](O)=[O:14].C1C=NC2N(O)N=NC=2C=1.CCN(C(C)C)C(C)C.C(Cl)CCl>CCOC(C)=O>[Br:1][C:2]1[C:3]([CH3:9])=[C:4]([NH:5][C:13](=[O:14])[C:12]2[CH:16]=[CH:17][CH:18]=[CH:19][C:11]=2[F:10])[CH:6]=[CH:7][CH:8]=1. Reported procedure: Step 1 A mixture of 3-bromo-2-methylaniline (1.66 mL, 13.4 mmol), 2-fluorobenzoic acid (1.883 g, 13.4 mmol), and HOAT (2.74 g, 20.2 mmol) in EtOAc (60 mL) was treated with DIEA (4.7 mL, 26.9 mmol) and EDC (5.15 g, 26.9 mmol) and the mixture was stirred at rt. After 19 h, the mixture was diluted with EtOAc and washed with water, 1 M hydrochloric acid (twice), NaHCO3 (aq) (twice) and brine, dried and concentrated to provide N-(3-bromo-2-methylphenyl)-2-fluorobenzamide as tan fluffy needles (4.11 g...